Dataset: the Open Reaction Database (ORD), a public repository of structured organic reaction records. Task: describe an organic reaction: reactants, conditions, products, and yield Starting materials: N1=C(C=CC=C1)C(=O)O (picolinic acid), NC1=NC=CC=C1C1=CC=C(C=C1)O (4-(2-aminopyridin-3-yl)phenol), P(=O)([O-])([O-])[O-].[K+].[K+].[K+] (tripotassium phosphate), BrC1=CC(=C(C=C1)Cl)OC (4-bromo-1-chloro-2-methoxybenzene). The reagents and catalysts are [Cu]I (Copper(I) iodide). The solvent is CS(=O)C (DMSO). Reaction conditions: temperature 130 celsius, time 4 hour. The product is ClC1=C(C=C(OC2=CC=C(C=C2)C=2C(=NC=CC2)N)C=C1)OC (3-(4-(4-chloro-3-methoxyphenoxy)phenyl)pyridin-2-amine). Yield: 40.9%. RXN SMILES: N1C=CC=CC=1C(O)=O.[NH2:10][C:11]1[C:16]([C:17]2[CH:22]=[CH:21][C:20]([OH:23])=[CH:19][CH:18]=2)=[CH:15][CH:14]=[CH:13][N:12]=1.P([O-])([O-])([O-])=O.[K+].[K+].[K+].Br[C:33]1[CH:38]=[CH:37][C:36]([Cl:39])=[C:35]([O:40][CH3:41])[CH:34]=1>[Cu]I.CS(C)=O>[Cl:39][C:36]1[CH:37]=[CH:38][C:33]([O:23][C:20]2[CH:21]=[CH:22][C:17]([C:16]3[C:11]([NH2:10])=[N:12][CH:13]=[CH:14][CH:15]=3)=[CH:18][CH:19]=2)=[CH:34][C:35]=1[O:40][CH3:41] |f:2.3.4.5|. Procedure: Copper(I) iodide (102 mg) was added to a mixture of picolinic acid (66.1 mg), 4-(2-aminopyridin-3-yl)phenol (500 mg), tripotassium phosphate (1710 mg), 4-bromo-1-chloro-2-methoxybenzene (714 mg) and DMSO (8 mL). The mixture was stirred at 130° C. under nitrogen for 4 hr. Activated carbon was added and the insoluble solid was removed by filtration through NH-silica gel/Celite pad (eluted with EtOAc). Silica-gel was added to the filtrate and the volatiles were removed in vacuo. The mixture support... The reactants are COc1ccc(C(C)C)cc1-c1cc(C(=O)OCc2ccccc2)c(OCc2ccccc2)cc1OCc1ccccc1, C1CCOC1, Cl, [Li+], [OH-], O. Yields the product COc1ccc(C(C)C)cc1-c1cc(C(=O)O)c(OCc2ccccc2)cc1OCc1ccccc1. RXN SMILES: [CH2:1]([c:2]1[cH:3][cH:4][cH:5][cH:6][cH:7]1)[O:8][C:9](=[O:10])[c:11]1[cH:12][c:13](-[c:33]2[c:34]([O:42][CH3:43])[cH:35][cH:36][c:37]([CH:39]([CH3:40])[CH3:41])[cH:38]2)[c:14]([O:25][CH2:26][c:27]2[cH:28][cH:29][cH:30][cH:31][cH:32]2)[cH:15][c:16]1[O:17][CH2:18][c:19]1[cH:20][cH:21][cH:22][cH:23][cH:24]1.[CH2:47]1[O:48][CH2:49][CH2:50][CH2:51]1.[ClH:46].[Li+:45].[OH-:44].[OH2:52]>>[O:8]=[C:9]([OH:10])[c:11]1[cH:12][c:13](-[c:33]2[c:34]([O:42][CH3:43])[cH:35][cH:36][c:37]([CH:39]([CH3:40])[CH3:41])[cH:38]2)[c:14]([O:25][CH2:26][c:27]2[cH:28][cH:29][cH:30][cH:31][cH:32]2)[cH:15][c:16]1[O:17][CH2:18][c:19]1[cH:20][cH:21][cH:22][cH:23][cH:24]1. Starting materials: [H-].[Na+] (sodium hydride), C[O-].[Na+] (sodium methoxide), C(C)(C)(C)OC(=O)N1CC(CC1)OC1=C(C=C2C(C(=CN(C2=C1F)C1CC1)C(=O)O)=O)F (7-(1-t-Butoxycarbonyl-3-pyrrolidinyloxy)-1-cyclopropyl-6,8-difluoro-1,4-dihydro-4-oxoquinoline-3-carboxylic acid), resultant mixture. The solvent is CN(C)C=O (DMF), C(Cl)(Cl)Cl (chloroform). Conditions: time 18 hour. Yields the product C(C)(C)(C)OC(=O)N1CC(CC1)OC1=C(C=C2C(C(=CN(C2=C1OC)C1CC1)C(=O)O)=O)F (7-(1-t-butoxycarbonyl-3-pyrrolidinyloxy)-1-cyclopropyl-6-fluoro-8-methoxy-1,4-dihydro-4-oxoquinoline-3-carboxylic acid). As a reaction SMILES: [C:1]([O:5][C:6]([N:8]1[CH2:12][CH2:11][CH:10]([O:13][C:14]2[C:23](F)=[C:22]3[C:17]([C:18](=[O:31])[C:19]([C:28]([OH:30])=[O:29])=[CH:20][N:21]3[CH:25]3[CH2:27][CH2:26]3)=[CH:16][C:15]=2[F:32])[CH2:9]1)=[O:7])([CH3:4])([CH3:3])[CH3:2].[H-].[Na+].[CH3:35][O-:36].[Na+]>CN(C=O)C.C(Cl)(Cl)Cl>[C:1]([O:5][C:6]([N:8]1[CH2:12][CH2:11][CH:10]([O:13][C:14]2[C:23]([O:36][CH3:35])=[C:22]3[C:17]([C:18](=[O:31])[C:19]([C:28]([OH:30])=[O:29])=[CH:20][N:21]3[CH:25]3[CH2:27][CH2:26]3)=[CH:16][C:15]=2[F:32])[CH2:9]1)=[O:7])([CH3:4])([CH3:3])[CH3:2] |f:1.2,3.4|. Reported procedure: 7-(1-t-Butoxycarbonyl-3-pyrrolidinyloxy)-1-cyclopropyl-6,8-difluoro-1,4-dihydro-4-oxoquinoline-3-carboxylic acid (300 mg) was dissolved in 3 ml of DMF, followed by the addition of 32 mg of 55% sodium hydride under ice cooling. After the resultant mixture was stirred for 10 minutes, 72 mg of sodium methoxide was added. The mixture thus obtained was stirred further for 18 hours at room temperature. The reaction mixture was diluted with chloroform and then washed successively with 10% aq. citric ac... The reactants are SC(C(=O)O)CCCCCCCCC.CO (MUA methanol). The solvent is [Se-2].[Cd+2] (CdSe). Reaction conditions: time 2 hour. The product is SC(C(=O)O)CCCCCCCCC (mercaptoundecanoic acid). Reaction SMILES: [SH:1][CH:2]([CH2:6][CH2:7][CH2:8][CH2:9][CH2:10][CH2:11][CH2:12][CH2:13][CH3:14])[C:3]([OH:5])=[O:4].CO>[Se-2].[Cd+2]>[SH:1][CH:2]([CH2:6][CH2:7][CH2:8][CH2:9][CH2:10][CH2:11][CH2:12][CH2:13][CH3:14])[C:3]([OH:5])=[O:4] |f:0.1,2.3|. Reported procedure: In the absence of light, the precipitated CdSe nanocrystals are dissolved in the MUA-methanol solution. The resulting solution is stirred under an Argon flow for about 2 hours to form mercaptoundecanoic acid (MUA)-capped CdSe nanocrystals. Ethyl acetate and ethyl ether are used to precipitate and wash (repeatedly between about 2 and 3 times) the MUA-capped CdSe nanocrystals. Subsequently, the MUA-capped CdSe nanocrystals preferably are dispersed in isopropanol to define a cadmium selenide (CdSe)... Reaction SMILES: [C:9]([CH3:10])(=[O:11])[O:12][CH2:13][CH2:14][CH:15]=[CH:16][CH2:17][CH3:18].[CH2:32]1[O:33][CH2:34][CH2:35][CH2:36]1.[CH:1]([N-:2][CH:3]([CH3:4])[CH3:5])([CH3:6])[CH3:7].[Li+:8].[cH:19]1[c:20]([C:29](=[O:30])[Cl:31])[cH:21][cH:22][c:23]2[cH:24][cH:25][cH:26][cH:27][c:28]12>>[C:9]([CH2:10][C:29]([c:20]1[cH:19][c:28]2[c:23]([cH:22][cH:21]1)[cH:24][cH:25][cH:26][cH:27]2)=[O:30])(=[O:11])[O:12][CH2:13][CH2:14][CH:15]=[CH:16][CH2:17][CH3:18]. Reactants: CCC=CCCOC(C)=O, C1CCOC1, CC(C)[N-]C(C)C, [Li+], O=C(Cl)c1ccc2ccccc2c1. Yields the product CCC=CCCOC(=O)CC(=O)c1ccc2ccccc2c1. The reactants are CC(C)([O-])C.[K+] (Potassium-tert-butoxide), [Br-].C(CCC)OC1=CC=C(C[P+](C2=CC=CC=C2)(C2=CC=CC=C2)C2=CC=CC=C2)C=C1 ((4-butoxybenzyl)-triphenylphosphonium bromide), C(=O)C1CN2CCC1CC2 (3-formylquinuclidine), O (water). The solvent is O1CCCC1 (tetrahydrofuran), O1CCCC1 (tetrahydrofuran). Run at time 1 hour. Yields the product C(CCC)OC1=CC=C(C=C1)\C=C/C1CN2CCC1CC2 (Z-3-[2-(4-butoxyphenyl)vinyl]-quinuclidine). As a reaction SMILES: CC(C)([O-])C.[K+].[Br-].[CH2:8]([O:12][C:13]1[CH:38]=[CH:37][C:16]([CH2:17][P+](C2C=CC=CC=2)(C2C=CC=CC=2)C2C=CC=CC=2)=[CH:15][CH:14]=1)[CH2:9][CH2:10][CH3:11].[CH:39]([CH:41]1[CH:46]2[CH2:47][CH2:48][N:43]([CH2:44][CH2:45]2)[CH2:42]1)=O.O>O1CCCC1>[CH2:8]([O:12][C:13]1[CH:14]=[CH:15][C:16](/[CH:17]=[CH:39]\[CH:41]2[CH:46]3[CH2:47][CH2:48][N:43]([CH2:44][CH2:45]3)[CH2:42]2)=[CH:37][CH:38]=1)[CH2:9][CH2:10][CH3:11] |f:0.1,2.3|. Procedure: Potassium-tert-butoxide (2.46 g) was added to a stirred, ice-cooled suspension of (4-butoxybenzyl)-triphenylphosphonium bromide (10.1 g) in dry tetrahydrofuran (300 ml) under an atmosphere of argon. The reaction mixture was stirred at room temperature for 1 hour. The reaction mixture was cooled to -10° C. and a solution of 3-formylquinuclidine (750 mg) in dry tetrahydrofuran (20 ml) was added dropwise over 15 minutes. The reaction mixture was stirred at room temperature overnight and water (1.0 ... Product: ClC1=CC=C(OCC2=CC=C(OC(C(=O)OCC)C)C=C2)C=C1 (ethyl 2-[4-(4-chlorophenoxy-methyl)-phenoxy]-propionate). RXN SMILES: [Na].[Cl:2][C:3]1[CH:8]=[CH:7][C:6]([OH:9])=[CH:5][CH:4]=1.Br[CH2:11][C:12]1[CH:25]=[CH:24][C:15]([O:16][CH:17]([CH3:23])[C:18]([O:20][CH2:21][CH3:22])=[O:19])=[CH:14][CH:13]=1>C(O)C>[Cl:2][C:3]1[CH:8]=[CH:7][C:6]([O:9][CH2:11][C:12]2[CH:25]=[CH:24][C:15]([O:16][CH:17]([CH3:23])[C:18]([O:20][CH2:21][CH3:22])=[O:19])=[CH:14][CH:13]=2)=[CH:5][CH:4]=1 |^1:0|. Solvent: C(C)O (ethanol), C(C)O (ethanol). Reactants: [Na] (sodium), ClC1=CC=C(C=C1)O (4-chloro-phenol), BrCC1=CC=C(OC(C(=O)OCC)C)C=C1 (ethyl 2-(4-bromomethyl-phenoxy)-propionate). Procedure details: A solution of 2.3 gm (0.1 mol) of sodium in 100 ml of ethanol was admixed at room temperature with 12.8 gm (0.1 mol) of 4-chloro-phenol, and the resulting solution was heated to its boiling point for a short time and then allowed to cool to room temperature. A solution of 28.7 gm (0.1 mol) of ethyl 2-(4-bromomethyl-phenoxy)-propionate in 20 ml of ethanol was now added while thoroughly stirring, and the mixture was boiled for a few hours, then cooled to room temperature and suction-filtered throu...